The task is: describe an organic reaction: reactants, conditions, products, and yield. This data is from the Open Reaction Database (ORD), a public repository of structured organic reaction records. The reactants are FC1=C(C=CC(=C1)F)SC=1C=C(C(=O)O)C=CC1[N+](=O)[O-] (3-(2,4-difluorophenylthio)-4-nitrobenzoic acid), P(Cl)(Cl)(Cl)(Cl)Cl (phosphorus pentachloride). The solvent is C1=CC=CC=C1 (benzene). Reaction conditions: time 30 minute. Product: FC1=C(C=CC(=C1)F)SC=1C=C(C(=O)Cl)C=CC1[N+](=O)[O-] (3-(2,4-difluorophenylthio)-4-nitrobenzoyl chloride). Isolated yield 113.3%. RXN SMILES: [F:1][C:2]1[CH:7]=[C:6]([F:8])[CH:5]=[CH:4][C:3]=1[S:9][C:10]1[CH:11]=[C:12]([CH:16]=[CH:17][C:18]=1[N+:19]([O-:21])=[O:20])[C:13](O)=[O:14].P(Cl)(Cl)(Cl)(Cl)[Cl:23]>C1C=CC=CC=1>[F:1][C:2]1[CH:7]=[C:6]([F:8])[CH:5]=[CH:4][C:3]=1[S:9][C:10]1[CH:11]=[C:12]([CH:16]=[CH:17][C:18]=1[N+:19]([O-:21])=[O:20])[C:13]([Cl:23])=[O:14]. Procedure details: A mixture of 3-(2,4-difluorophenylthio)-4-nitrobenzoic acid (1 g) and phosphorus pentachloride (0.7 g) in benzene (10 ml) was stirred at room temperature for 30 minutes. The mixture was concentrated under reduced pressure to give a powder of 3-(2,4-difluorophenylthio)-4-nitrobenzoyl chloride (1.2 g). Starting materials: ClC(=O)OCC1=CC=CC=C1 (Benzyl chloroformate), C(C1=CC=CC=C1)NC1CCNCC1 (N-benzyl-4-piperidinamine), C(O)([O-])=O.[Na+] (sodium hydrogen carbonate), [H-].[Al+3].[Li+].[H-].[H-].[H-] (lithium aluminium hydride), [OH-].[Na+] (sodium hydroxide). Run in CCOCC (ether), CCOCC (ether), CCOCC (ether), O (water). The product is Cl.C(C1=CC=CC=C1)N1CCC(CC1)NC (1-Benzyl-N-methyl-4-piperidinamine Hydrochloride). RXN SMILES: [Cl:1]C(O[CH2:5][C:6]1[CH:11]=[CH:10][CH:9]=[CH:8][CH:7]=1)=O.[CH2:12]([NH:19][CH:20]1[CH2:25][CH2:24][NH:23][CH2:22][CH2:21]1)C1C=CC=CC=1.C(=O)([O-])O.[Na+].[H-].[Al+3].[Li+].[H-].[H-].[H-].[OH-].[Na+]>CCOCC.O>[ClH:1].[CH2:5]([N:23]1[CH2:24][CH2:25][CH:20]([NH:19][CH3:12])[CH2:21][CH2:22]1)[C:6]1[CH:11]=[CH:10][CH:9]=[CH:8][CH:7]=1 |f:2.3,4.5.6.7.8.9,10.11,14.15|. Procedure details: Benzyl chloroformate (4.44 g, 26.0 mmol) in ether (10 ml) was added dropwise to an ether (50 ml) solution of N-benzyl-4-piperidinamine (4.50 g, 23.6 mmol) and aqueous sodium hydrogen carbonate (50 ml) at 0° C. After addition was complete the reaction was warmed to room temperature and the layers separated, the organic layer was washed with brine, dried (MgSO4), filtered and the solvent removed under reduced pressure. The residue was dissolved in tetrahydrofuran (80 ml) and lithium aluminium hydr...